This data is from the Open Reaction Database (ORD), a public repository of structured organic reaction records. The task is: describe an organic reaction: reactants, conditions, products, and yield Starting materials: C([O-])([O-])=O.[K+].[K+] (Potassium carbonate), C(CCCC)Br (pentyl bromide), S.[Na] (Sodium hydrogen sulfide), ClC=1C(=NSN1)C=1C=NC=CC1 (3-(4-chloro-1,2,5-thiadiazol-3-yl)pyridine). The solvent is CN(C)C=O (DMF), O (Water). Conditions: time 30 minute. The product is C(CCCC)SC=1C(=NSN1)C=1C=NC=CC1 (3-(4-pentylthio-1,2,5-thiadiazol-3-yl)pyridine). As a reaction SMILES: [SH2:1].[Na].Cl[C:4]1[C:5]([C:9]2[CH:10]=[N:11][CH:12]=[CH:13][CH:14]=2)=[N:6][S:7][N:8]=1.C(=O)([O-])[O-].[K+].[K+].[CH2:21](Br)[CH2:22][CH2:23][CH2:24][CH3:25]>CN(C=O)C.O>[CH2:21]([S:1][C:4]1[C:5]([C:9]2[CH:10]=[N:11][CH:12]=[CH:13][CH:14]=2)=[N:6][S:7][N:8]=1)[CH2:22][CH2:23][CH2:24][CH3:25] |f:0.1,3.4.5,^1:1|. Reported procedure: Sodium hydrogen sulfide (0.25 g, 3.3 mmol) was added to a solution of 3-(4-chloro-1,2,5-thiadiazol-3-yl)pyridine (0.59 g, 3 mmol) in DMF (20 ml) at room temperature and the reaction mixture was stirred for 30 min. Potassium carbonate (1.24 g, 9 mmol) and pentyl bromide (700 mg, 4.5 mmol) were added and the reaction mixture was stirred for additionally 10 min. Water (50 ml) was added and extracted with ether. The combined ether phases were dried and evaporated to give the title compound. Reactants: ClC=1C=C(C(=O)OO)C=CC1 (3-Chloroperoxybenzoic acid), C[Si](OC=1C=C(C=CC1C(=C)O[Si](C)(C)C)N1CCOCC1)(C)C (4-(3-trimethylsilanyloxy-4-(1-trimethylsilanyloxy-vinyl)-phenyl]-morpholine). Solvent: CO (methanol), hexanes, hexanes. Reaction conditions: temperature -78 celsius, time 16 hour. Product: OCC(=O)C1=C(C=C(C=C1)N1CCOCC1)O (2-Hydroxy-1-(2-hydroxy-4-morpholin-4-yl-phenyl)-ethanone). Reaction SMILES: ClC1C=C(C=CC=1)C(OO)=[O:6].C[Si](C)(C)[O:14][C:15]1[CH:16]=[C:17]([N:28]2[CH2:33][CH2:32][O:31][CH2:30][CH2:29]2)[CH:18]=[CH:19][C:20]=1[C:21]([O:23][Si](C)(C)C)=[CH2:22]>CO>[OH:6][CH2:23][C:21]([C:20]1[CH:19]=[CH:18][C:17]([N:28]2[CH2:33][CH2:32][O:31][CH2:30][CH2:29]2)=[CH:16][C:15]=1[OH:14])=[O:22]. Procedure details: 3-Chloroperoxybenzoic acid (1.48 g, 6.0 mmol) was slurried in hexanes (40 mL) and cooled to −78° C. A solution of 4-(3-trimethylsilanyloxy-4-(1-trimethylsilanyloxy-vinyl)-phenyl]-morpholine (1.10 g, 3.01 mmol) dissolved in hexanes (5 mL) was added slowly. The resulting suspension was maintained at −78° C. for 60 minutes then slowly warmed to 22° C. After stirring at 22° C. for 16 hours, the reaction mixture was diluted with methanol and concentrated in vacuo. The residue was redissolved in metha... Reactants: CCCCc1ccc(C(=O)Cl)cc1, ClCCl, S=c1[nH]c2ccccc2n1C1CCNCC1, c1ccncc1. Yields the product CCCCc1ccc(C(=O)N2CCC(n3c(=S)[nH]c4ccccc43)CC2)cc1. As a reaction SMILES: [CH2:23]([CH2:24][CH2:25][CH3:26])[c:27]1[cH:28][cH:29][c:30]([C:31](=[O:32])[Cl:33])[cH:34][cH:35]1.[CH2:36]([Cl:37])[Cl:38].[NH:1]1[CH2:2][CH2:3][CH:4]([n:7]2[c:8](=[S:16])[nH:9][c:10]3[c:11]2[cH:12][cH:13][cH:14][cH:15]3)[CH2:5][CH2:6]1.[cH:17]1[cH:18][cH:19][n:20][cH:21][cH:22]1>>[N:1]1([C:31]([c:30]2[cH:29][cH:28][c:27]([CH2:23][CH2:24][CH2:25][CH3:26])[cH:35][cH:34]2)=[O:32])[CH2:2][CH2:3][CH:4]([n:7]2[c:8](=[S:16])[nH:9][c:10]3[c:11]2[cH:12][cH:13][cH:14][cH:15]3)[CH2:5][CH2:6]1. Starting materials: C1(O)=CC=C(O)C=C1 (hydroquinone), C(OC)(OC)=O (dimethyl carbonate), Cl (HCl), ClS(=O)(=O)O (chlorosulphonic acid), Cl (hydrogen chloride). Solvent: C1CCCCC1 (cyclohexane). Conditions: temperature 60 celsius. Product: OC1(CC=C(C=C1)O)S(=O)(=O)O (1,4-Di-hydroxybenzene sulphonic Acid). Reaction SMILES: [C:1]1([CH:8]=[CH:7][C:5]([OH:6])=[CH:4][CH:3]=1)[OH:2].C(=O)(OC)OC.Cl.Cl[S:17]([OH:20])(=[O:19])=[O:18]>C1CCCCC1>[OH:2][C:1]1([S:17]([OH:20])(=[O:19])=[O:18])[CH:8]=[CH:7][C:5]([OH:6])=[CH:4][CH2:3]1. Reported procedure: 15.0 g (0.136 moles) of hydroquinone, 102 g dimethyl carbonate and 68 g cyclohexane were charged under nitrogen to a 4-necked one litre reactor fitted with stirrer, thermometer and condenser attached to an HCl scrubber system. The reaction mixture was heated to 60° C. and 15.1 g (0.13 moles) of chlorosulphonic acid added over a period of 4 h with removal of hydrogen chloride gas. On completion of the addition, the reaction mixture is heated to 70-72° C. for 1 h, and then cooled to 20° C. The rea... Reactants: S(=O)(=O)(OCC1CO1)C1=CC=C([N+](=O)[O-])C=C1 (glycidyl nosylate), C(C)(=O)[O-].[NH4+] (ammonium acetate), OC1=C2C=CC=NC2=CC=C1 (5-hydroxyquinoline), S(=O)(=O)(OC[C@H]1CO1)C1=CC=C([N+](=O)[O-])C=C1 ((R)-glycidyl nosylate), C([O-])([O-])=O.[K+].[K+] (potassium carbonate). Run in C(C)#N (acetonitrile), CN(C=O)C (N,N-dimethylformamide). Reaction conditions: temperature 50 celsius, time 30 minute. Yields the product N1=CC=CC2=C(C=CC=C12)OC[C@H]1CO1 ((2R)-1-(5-quinolinyloxy)-2,3-epoxypropane). Yield: 73.1%. Reaction SMILES: [OH:1][C:2]1[CH:11]=[CH:10][CH:9]=[C:8]2[C:3]=1[CH:4]=[CH:5][CH:6]=[N:7]2.S(C1C=CC([N+]([O-])=O)=CC=1)(O[CH2:16][C@@H:17]1[O:19][CH2:18]1)(=O)=O.C(=O)([O-])[O-].[K+].[K+].C([O-])(=O)C.[NH4+].S(C1C=CC([N+]([O-])=O)=CC=1)(OCC1OC1)(=O)=O>C(#N)C.CN(C)C=O>[N:7]1[C:8]2[C:3](=[C:2]([O:1][CH2:16][C@@H:17]3[O:19][CH2:18]3)[CH:11]=[CH:10][CH:9]=2)[CH:4]=[CH:5][CH:6]=1 |f:2.3.4,5.6|. Procedure: A mixture of 5-hydroxyquinoline (5.60 g, 38.6 mmol), (R)-glycidyl nosylate (10.0 g, 38.6 mmol), powdered potassium carbonate (11.7 g, 84.9 mmol), and N,N-dimethylformamide (100 mL) was stirred at ambient temperature until HPLC analysis (40% acetonitrile/60% of a 0.5% aqueous ammonium acetate solution, 1 mL/min, 1=230 nm, Zorbax RX-C8 25 cm×4.6 mm column) indicated complete disappearance of glycidyl nosylate (approximately 6 hours). The reaction mixture was filtered through paper and the filter c...